This data is from the Open Reaction Database (ORD), a public repository of structured organic reaction records. The task is: describe an organic reaction: reactants, conditions, products, and yield Reaction SMILES: [CH2:1]([c:2]1[cH:3][cH:4][cH:5][cH:6][cH:7]1)[O:8][c:9]1[cH:10][cH:11][c:12]([CH2:15][C:16]([CH3:17])=[O:18])[cH:13][cH:14]1.[OH2:34].[OH:19][CH2:20][CH2:21][OH:22].[c:23]1([CH3:24])[cH:25][cH:26][c:27]([S:28]([OH:29])(=[O:30])=[O:31])[cH:32][cH:33]1.[cH:35]1[cH:36][cH:37][cH:38][cH:39][cH:40]1>>[CH2:1]([c:2]1[cH:3][cH:4][cH:5][cH:6][cH:7]1)[O:8][c:9]1[cH:10][cH:11][c:12]([CH2:15][C:16]2([CH3:17])[O:18][CH2:21][CH2:20][O:19]2)[cH:13][cH:14]1. The reactants are CC(=O)Cc1ccc(OCc2ccccc2)cc1, O, OCCO, Cc1ccc(S(=O)(=O)O)cc1, c1ccccc1. Product: CC1(Cc2ccc(OCc3ccccc3)cc2)OCCO1. Starting materials: N1=C(C=CC=C1)C(=O)C1=C(C=CC=C1)OC (2-methoxyphenyl 2-pyridyl ketone), BrC=C(C)C (1-bromo-2-methylprop-1-ene), [Mg] (magnesium), [Cl-].[NH4+] (ammonium chloride). The solvent is O1CCCC1 (tetrahydrofuran), O1CCCC1 (tetrahydrofuran), O1CCCC1 (tetrahydrofuran). Reaction conditions: time 1 hour. Product: COC1=C(C=CC=C1)C(C=C(C)C)(O)C1=NC=CC=C1 (1-(2-methoxyphenyl)-3-methyl-1-(2-pyridyl)-2-buten-1-ol). Isolated yield 60.7%. RXN SMILES: Br[CH:2]=[C:3]([CH3:5])[CH3:4].[Mg].[N:7]1[CH:12]=[CH:11][CH:10]=[CH:9][C:8]=1[C:13]([C:15]1[CH:20]=[CH:19][CH:18]=[CH:17][C:16]=1[O:21][CH3:22])=[O:14].[Cl-].[NH4+]>O1CCCC1>[CH3:22][O:21][C:16]1[CH:17]=[CH:18][CH:19]=[CH:20][C:15]=1[C:13]([C:8]1[CH:9]=[CH:10][CH:11]=[CH:12][N:7]=1)([OH:14])[CH:2]=[C:3]([CH3:5])[CH3:4] |f:3.4|. Reported procedure: 43.84 g of 1-bromo-2-methylprop-1-ene in 150 ml of tetrahydrofuran were added dropwise to 9.8 g of magnesium in 50 ml of tetrahydrofuran while heating at reflux. After 1 hour the mixture was allowed to cool to room temperature, whereupon 47.7 g of 2-methoxyphenyl 2-pyridyl ketone in 200 ml of tetrahydrofuran were added slowly. After stirring for 2 hours at room temperature 200 ml of saturated ammonium chloride were added and the mixture was extracted with ethyl acetate. The organic extract was d... The reactants are C1(=CC=C(C=C1)S(=O)(=O)O)C.COC1=CC=C(COC(=O)C2=C(CS[C@H]3N2C([C@H]3N)=O)CCl)C=C1 (7β-Amino-3-chloromethyl-3-cephem-4-carboxylic acid p-methoxy-benzyl ester p-toluenesulfonate), C(C)(C)(C)OC(=O)NC=1SC=C(N1)C(C(=O)O)=NOC(C)(C)C(=O)OC(C)(C)C (2-(2-t-butoxycarbonylamino-4-thiazolyl)-2-(1-t-butoxycarbonyl-1-methylethoxyimino)acetic acid), CN1CCOCC1 (N-methylmorpholine), P(=O)(OC1=CC=CC=C1)(OCl)OCl (phenyl dichloro phosphate). Solvent: ClCCl (dichloromethane), C(C)N(CC)CC (triethylamine). Yields the product C(C)(C)(C)OC(=O)NC=1SC=C(N1)C(C(=O)N[C@H]1[C@@H]2N(C(=C(CS2)CCl)C(=O)OCC2=CC=C(C=C2)OC)C1=O)=NOC(C)(C)C(=O)OC(C)(C)C (p-methoxybenzyl 7β-[2-(2-t-butoxycarbonylamino-4-thiazolyl)-2-(1-t-butoxycarbonyl-1-methylethoxyimino)acetamido]-3-chloromethyl-3-cephem-4-carboxylate). As a reaction SMILES: C1(C)C=CC(S(O)(=O)=O)=CC=1.[CH3:12][O:13][C:14]1[CH:35]=[CH:34][C:17]([CH2:18][O:19][C:20]([C:22]2[N:27]3[C:28](=[O:31])[C@@H:29]([NH2:30])[C@H:26]3[S:25][CH2:24][C:23]=2[CH2:32][Cl:33])=[O:21])=[CH:16][CH:15]=1.[C:36]([O:40][C:41]([NH:43][C:44]1[S:45][CH:46]=[C:47]([C:49](=[N:53][O:54][C:55]([C:58]([O:60][C:61]([CH3:64])([CH3:63])[CH3:62])=[O:59])([CH3:57])[CH3:56])[C:50](O)=[O:51])[N:48]=1)=[O:42])([CH3:39])([CH3:38])[CH3:37].CN1CCOCC1.P(OCl)(OCl)(OC1C=CC=CC=1)=O>ClCCl.C(N(CC)CC)C>[C:36]([O:40][C:41]([NH:43][C:44]1[S:45][CH:46]=[C:47]([C:49](=[N:53][O:54][C:55]([C:58]([O:60][C:61]([CH3:64])([CH3:63])[CH3:62])=[O:59])([CH3:56])[CH3:57])[C:50]([NH:30][C@@H:29]2[C:28](=[O:31])[N:27]3[C:22]([C:20]([O:19][CH2:18][C:17]4[CH:16]=[CH:15][C:14]([O:13][CH3:12])=[CH:35][CH:34]=4)=[O:21])=[C:23]([CH2:32][Cl:33])[CH2:24][S:25][C@H:26]23)=[O:51])[N:48]=1)=[O:42])([CH3:39])([CH3:37])[CH3:38] |f:0.1|. Reported procedure: 7β-Amino-3-chloromethyl-3-cephem-4-carboxylic acid p-methoxy-benzyl ester p-toluenesulfonate in dichloromethane is treated with triethylamine, 2-(2-t-butoxycarbonylamino-4-thiazolyl)-2-(1-t-butoxycarbonyl-1-methylethoxyimino)acetic acid, N-methylmorpholine, and phenyl dichloro phosphate to give p-methoxybenzyl 7β-[2-(2-t-butoxycarbonylamino-4-thiazolyl)-2-(1-t-butoxycarbonyl-1-methylethoxyimino)acetamido]-3-chloromethyl-3-cephem-4-carboxylate. The reactants are CC(C)(C)[O-], CC(=O)O, [Cl-], O=C(NCc1ccc(CO)cc1)C(F)(F)F, [K+], C[N+]1(c2nc(N)nc3nc[nH]c23)CCCC1, CN(C)C=O, O. The product is Nc1nc(OCc2ccc(CNC(=O)C(F)(F)F)cc2)c2nc[nH]c2n1. As a reaction SMILES: [CH3:34][C:35]([CH3:36])([O-:37])[CH3:38].[CH3:40][C:41](=[O:42])[OH:43].[Cl-:17].[F:1][C:2]([C:3](=[O:4])[NH:5][CH2:6][c:7]1[cH:8][cH:9][c:10]([CH2:13][OH:14])[cH:11][cH:12]1)([F:15])[F:16].[K+:39].[NH2:18][c:19]1[n:20][c:21]([N+:28]2([CH3:29])[CH2:30][CH2:31][CH2:32][CH2:33]2)[c:22]2[nH:23][cH:24][n:25][c:26]2[n:27]1.[O:44]=[CH:45][N:46]([CH3:47])[CH3:48].[OH2:49]>>[F:1][C:2]([C:3](=[O:4])[NH:5][CH2:6][c:7]1[cH:8][cH:9][c:10]([CH2:13][O:14][c:21]2[n:20][c:19]([NH2:18])[n:27][c:26]3[c:22]2[n:23][cH:24][nH:25]3)[cH:11][cH:12]1)([F:15])[F:16]. The reactants are COC=1CCCCC(N1)CC=1SC=CC1 (3,4,5,6-tetrahydro-7-methoxy-2-[(2-thienyl)methyl]-2H-azepine), [Cl-].[NH4+] (ammonium chloride), title material. Solvent: CO (MeOH). The product is Cl.S1C(=CC=C1)CC1CCCCC(N1)=N (hexahydro-7-[(2-thienyl)methyl]-2H-azepin-2-imine, monohydrochloride). As a reaction SMILES: CO[C:3]1[CH2:4][CH2:5][CH2:6][CH2:7][CH:8]([CH2:10][C:11]2[S:12][CH:13]=[CH:14][CH:15]=2)[N:9]=1.[Cl-:16].[NH4+:17]>CO>[ClH:16].[S:12]1[CH:13]=[CH:14][CH:15]=[C:11]1[CH2:10][CH:8]1[NH:9][C:3](=[NH:17])[CH2:4][CH2:5][CH2:6][CH2:7]1 |f:1.2,4.5|. Procedure details: The title product of Example 55 in MeOH is reacted with ammonium chloride by the method of Example 5 to generate the title material. Starting materials: N1C=C(C2=CC=CC=C12)C=O (Indole-3-carbaldehyde), [I-].[K+] (Potassium iodide), BrCCOC (1-bromo-2-methoxyethane), [H-].[Na+] (Sodium hydride). Solvent: CN(C)C=O (DMF). Run at time 20 minute. Yields the product COCCN1C=C(C2=CC=CC=C12)C=O (1-(2-Methoxyethyl)-1H-indole-3-carbaldehyde). RXN SMILES: [NH:1]1[C:9]2[C:4](=[CH:5][CH:6]=[CH:7][CH:8]=2)[C:3]([CH:10]=[O:11])=[CH:2]1.[H-].[Na+].[I-].[K+].Br[CH2:17][CH2:18][O:19][CH3:20]>CN(C=O)C>[CH3:20][O:19][CH2:18][CH2:17][N:1]1[C:9]2[C:4](=[CH:5][CH:6]=[CH:7][CH:8]=2)[C:3]([CH:10]=[O:11])=[CH:2]1 |f:1.2,3.4|. Procedure details: Indole-3-carbaldehyde (1 eq.) was dissolved in DMF (0.46 M). Sodium hydride was added (1.3 eq.) and the resulting solution was stirred at RT for 20 min. Potassium iodide (1 eq.) and 1-bromo-2-methoxyethane (2 eq.) were then added and the reaction solution was allowed to stir at RT for 48 h. The reaction mixture was subsequently quenched with brine and extracted with EtOAc. The combined organic extracts were dried over MgSO4. Filtration and concentration of the filtrate in vacuo afforded a yellow... Starting materials: C(C1=CC=CC=C1)(=O)C(C(C(=O)O)O)C (3-benzoyl-2-hydroxy-3-methyl-propionic acid), C(C1=CC=CC=C1)(=O)CC(C(=O)O)O (3-benzoyl-2-hydroxy-propionic acid), N(N)CC(C)O (1-hydrazino-2-propanol), N(N)CC(CC)O (1-hydrazino-2-butanol), N(N)CC(CCCC)O (1-hydrazino-2-hexanol), C(C1=CC=CC=C1)(=O)CC(C(=O)O)O (3-benzoyl-2-hydroxy-propionic acid), C(CCC)NN (butyl hydrazine). Yields the product C1(=CC=CC=C1)C=1CC(C(N(N1)CC(CCCC)O)=O)O (6-phenyl-2-(2-hydroxyhexyl)-4-hydroxy-4,5-dihydropyridazine-3(2H)-one). As a reaction SMILES: [C:1]([CH2:9][CH:10]([OH:14])[C:11]([OH:13])=O)(=O)[C:2]1[CH:7]=[CH:6][CH:5]=[CH:4][CH:3]=1.[NH:15]([CH2:17][CH:18]([OH:23])[CH2:19][CH2:20][CH2:21][CH3:22])[NH2:16].N(CC(O)C)N.C(C(C)C(O)C(O)=O)(=O)C1C=CC=CC=1.C(NN)CCC.N(CC(O)CC)N>>[C:2]1([C:1]2[CH2:9][CH:10]([OH:14])[C:11](=[O:13])[N:15]([CH2:17][CH:18]([OH:23])[CH2:19][CH2:20][CH2:21][CH3:22])[N:16]=2)[CH:3]=[CH:4][CH:5]=[CH:6][CH:7]=1. Reported procedure: When the above procedure is carried out using equivalent amounts of 3-benzoyl-2-hydroxy-propionic acid and 1-hydrazino-2-hexanol or 3-benzoyl-2-hydroxy-propionic acid and 1-hydrazino-2-propanol or 3-benzoyl-2-hydroxy-3-methyl-propionic acid and butyl hydrazine in place of the 3-benzoyl-2-hydroxy-propionic acid and 1-hydrazino-2-butanol used therein, there is obtained 6-phenyl-2-(2-hydroxyhexyl)-4-hydroxy-4,5-dihydropyridazine-3(2H)-one; 6-phenyl-2-(2-hydroxypropyl)-4-hydroxy-4,5-dihydropyridazin... Starting materials: CC(C)(C)OC(=O)Nc1ccc2c(c1)CC(C(=O)O)C2, Cc1ccc2c(c1)nc(C(C)(C)O)n2C1CCNCC1, CCN=C=NCCCN(C)C, CCN(C(C)C)C(C)C, Cl, CN(C)C=O, O, On1nnc2ccccc21. Product: Cc1ccc2c(c1)nc(C(C)(C)O)n2C1CCN(C(=O)C2Cc3ccc(NC(=O)OC(C)(C)C)cc3C2)CC1. As a reaction SMILES: [C:31]([CH3:32])([CH3:33])([CH3:34])[O:35][C:36](=[O:37])[NH:38][c:39]1[cH:40][c:41]2[c:45]([cH:46][cH:47]1)[CH2:44][CH:43]([C:48](=[O:49])[OH:50])[CH2:42]2.[CH3:2][c:3]1[cH:4][c:5]2[c:6]([n:7]([CH:14]3[CH2:15][CH2:16][NH:17][CH2:18][CH2:19]3)[c:8]([C:10]([CH3:11])([CH3:12])[OH:13])[n:9]2)[cH:20][cH:21]1.[CH3:51][CH2:52][N:53]=[C:54]=[N:55][CH2:56][CH2:57][CH2:58][N:59]([CH3:60])[CH3:61].[CH:22]([N:23]([CH2:24][CH3:25])[CH:26]([CH3:27])[CH3:28])([CH3:29])[CH3:30].[ClH:1].[O:72]=[CH:73][N:74]([CH3:75])[CH3:76].[OH2:77].[OH:62][n:63]1[c:64]2[c:65]([cH:66][cH:67][cH:68][cH:69]2)[n:70][n:71]1>>[CH3:2][c:3]1[cH:4][c:5]2[c:6]([n:7]([CH:14]3[CH2:15][CH2:16][N:17]([C:48]([CH:43]4[CH2:42][c:41]5[cH:40][c:39]([NH:38][C:36]([O:35][C:31]([CH3:32])([CH3:33])[CH3:34])=[O:37])[cH:47][cH:46][c:45]5[CH2:44]4)=[O:49])[CH2:18][CH2:19]3)[c:8]([C:10]([CH3:11])([CH3:12])[OH:13])[n:9]2)[cH:20][cH:21]1.